Dataset: the Open Reaction Database (ORD), a public repository of structured organic reaction records. Task: describe an organic reaction: reactants, conditions, products, and yield The product is FC(F)CNc1nc(Cl)nc2ccoc12. Reactants: C1COCCO1, ClCCl, Clc1nc(Cl)c2occc2n1, NCC(F)F. Reaction SMILES: [CH2:20]1[O:21][CH2:22][CH2:23][O:24][CH2:25]1.[Cl:17][CH2:18][Cl:19].[Cl:1][c:2]1[n:3][c:4]([Cl:11])[c:5]2[c:6]([n:7]1)[cH:8][cH:9][o:10]2.[F:12][CH:13]([CH2:14][NH2:15])[F:16]>>[Cl:1][c:2]1[n:3][c:4]([NH:15][CH2:14][CH:13]([F:12])[F:16])[c:5]2[c:6]([n:7]1)[cH:8][cH:9][o:10]2. The reactants are O=C([O-])[O-], CI, CN(C)C=O, CCOC(C)=O, [K+], [K+], CC1=CC(C)(C)Nc2ccc3c(c21)c(=O)oc1c(O)cccc13. Product: COc1cccc2c1oc(=O)c1c3c(ccc12)NC(C)(C)C=C3C. RXN SMILES: [C:26](=[O:27])([O-:28])[O-:29].[CH3:24][I:25].[CH3:32][N:33]([CH3:34])[CH:35]=[O:36].[CH3:37][CH2:38][O:39][C:40](=[O:41])[CH3:42].[K+:30].[K+:31].[OH:1][c:2]1[c:3]2[o:4][c:5](=[O:23])[c:6]3[c:7]4[c:12]([cH:13][cH:14][c:15]3[c:16]2[cH:17][cH:18][cH:19]1)[NH:11][C:10]([CH3:20])([CH3:21])[CH:9]=[C:8]4[CH3:22]>>[O:1]([c:2]1[c:3]2[o:4][c:5](=[O:23])[c:6]3[c:7]4[c:12]([cH:13][cH:14][c:15]3[c:16]2[cH:17][cH:18][cH:19]1)[NH:11][C:10]([CH3:20])([CH3:21])[CH:9]=[C:8]4[CH3:22])[CH3:26].